Dataset: the Open Reaction Database (ORD), a public repository of structured organic reaction records. Task: describe an organic reaction: reactants, conditions, products, and yield RXN SMILES: [CH2:1]([O:15][C:16]1[CH:17]=[C:18]([CH2:22][C:23](Cl)=[O:24])[CH:19]=[CH:20][CH:21]=1)[CH2:2][CH2:3][CH2:4][CH2:5][CH2:6][CH2:7][CH2:8][CH2:9][CH2:10][CH2:11][CH2:12][CH2:13][CH3:14].[NH2:26][C:27]1[CH:28]=[C:29]([CH:32]=[CH:33][CH:34]=1)[CH2:30][OH:31].N1C=CC=CC=1>O1CCCC1>[OH:31][CH2:30][C:29]1[CH:28]=[C:27]([NH:26][C:23](=[O:24])[CH2:22][C:18]2[CH:19]=[CH:20][CH:21]=[C:16]([O:15][CH2:1][CH2:2][CH2:3][CH2:4][CH2:5][CH2:6][CH2:7][CH2:8][CH2:9][CH2:10][CH2:11][CH2:12][CH2:13][CH3:14])[CH:17]=2)[CH:34]=[CH:33][CH:32]=1. Reaction conditions: time 4 hour. Reported procedure: To a solution of 10.5 g of 3-(tetradecyloxy)benzeneacetyl chloride in 110 ml of tetrahydrofuran is added a solution of m-aminobenzyl alcohol in 110 ml of tetrahydrofuran containing 9.05 g of pyridine followed by stirring at ambient temperature for 4 hours and storing in a refrigerator over the weekend. The solvent is evaporated and the residue is poured into water and extracted with tetrahydrofuran:ether. The organic layer is washed with dilute hydrochloric acid, dried and filtered through a pad... Reactants: C(CCCCCCCCCCCCC)OC=1C=C(C=CC1)CC(=O)Cl (3-(tetradecyloxy)benzeneacetyl chloride), NC=1C=C(CO)C=CC1 (m-aminobenzyl alcohol), N1=CC=CC=C1 (pyridine). Product: OCC=1C=C(C=CC1)NC(CC1=CC(=CC=C1)OCCCCCCCCCCCCCC)=O (N-[3-(Hydroxymethyl)phenyl]-3-(tetradecyloxy) benzeneacetamide), white powder. Solvent: O1CCCC1 (tetrahydrofuran), O1CCCC1 (tetrahydrofuran). The reactants are NC1=C(C=C(C=2N=C(SC21)S(=O)(=O)C)Cl)Cl (7-amino-4,6-dichloro-2-(methylsulfonyl)benzothiazole), O=C(OC(Cl)(Cl)Cl)Cl (diphosgene). The solvent is C1(=CC=CC=C1)C (toluene). Yields the product ClC1=CC(=C(C2=C1N=C(S2)S(=O)(=O)C)N=C=O)Cl (4,6-Dichloro-7-isocyanato-2-(methylsulfonyl)benzothiazole). As a reaction SMILES: [NH2:1][C:2]1[C:10]2[S:9][C:8]([S:11]([CH3:14])(=[O:13])=[O:12])=[N:7][C:6]=2[C:5]([Cl:15])=[CH:4][C:3]=1[Cl:16].[O:17]=[C:18](Cl)OC(Cl)(Cl)Cl>C1(C)C=CC=CC=1>[Cl:15][C:5]1[C:6]2[N:7]=[C:8]([S:11]([CH3:14])(=[O:12])=[O:13])[S:9][C:10]=2[C:2]([N:1]=[C:18]=[O:17])=[C:3]([Cl:16])[CH:4]=1. Reported procedure: 5 g (17 mmol) of 7-amino-4,6-dichloro-2-(methylsulfonyl)benzothiazole and 17 g (85 mmol) of diphosgene in 200 ml of toluene were refluxed for 8 hours, after which the reaction mixture was evaporated down.